Dataset: the Open Reaction Database (ORD), a public repository of structured organic reaction records. Task: describe an organic reaction: reactants, conditions, products, and yield Starting materials: CC1=CC(OC(=C1)C(F)(F)F)=O (4-methyl-6-(trifluoromethyl)-2H-pyran-2-one), C(C)(=O)[O-].[NH4+] (ammonium acetate). Solvent: C(C)(=O)O (acetic acid). Run at temperature 120 celsius. Product: CC1=CC(NC(=C1)C(F)(F)F)=O (4-Methyl-6-(trifluoromethyl)pyridin-2(1H)-one). RXN SMILES: [CH3:1][C:2]1[CH:7]=[C:6]([C:8]([F:11])([F:10])[F:9])[O:5][C:4](=O)[CH:3]=1.C([O-])(=O)C.[NH4+:17]>C(O)(=O)C>[CH3:1][C:2]1[CH:7]=[C:6]([C:8]([F:11])([F:10])[F:9])[NH:17][C:4](=[O:5])[CH:3]=1 |f:1.2|. Procedure details: To a solution of crude 4-methyl-6-(trifluoromethyl)-2H-pyran-2-one (28.8 g, 162 mmol) in acetic acid (330 mL) was added ammonium acetate (25.0 g, 324 mmol). The reaction solution was heated at 120° C. over weekend. The solvent was removed in vacuo. The residue was diluted with ethyl acetate and washed with saturated NaHCO3 and brine, dried over Na2SC4, filtered and concentrated. The crude was purified with pad silica gel. The solvent was removed. The solid was washed with 10:1 hexanes/ethyl acet... The reactants are O1CCOC12CCN(CC2)C2=CC=C(C=O)C=C2 (4-(1,4-dioxa-8-aza-spiro[4.5]dec-8-yl)-benzaldehyde), C(CC(=O)OCC)(=O)OCC (diethyl malonate), C(C)(=O)[O-] (acetate). Solvent: C1(=CC=CC=C1)C (toluene). Yields the product C(C)OC(C(C(=O)OCC)=CC1=CC=C(C=C1)N1CCC2(OCCO2)CC1)=O (2-[4-(1,4-Dioxa-8-aza-spiro[4.5]dec-8-yl)-benzylidene]-malonic acid diethyl ester). As a reaction SMILES: [O:1]1[C:5]2([CH2:10][CH2:9][N:8]([C:11]3[CH:18]=[CH:17][C:14]([CH:15]=O)=[CH:13][CH:12]=3)[CH2:7][CH2:6]2)[O:4][CH2:3][CH2:2]1.[C:19]([O:27][CH2:28][CH3:29])(=[O:26])[CH2:20][C:21]([O:23][CH2:24][CH3:25])=[O:22].C([O-])(=O)C>C1(C)C=CC=CC=1>[CH2:24]([O:23][C:21](=[O:22])[C:20](=[CH:15][C:14]1[CH:17]=[CH:18][C:11]([N:8]2[CH2:9][CH2:10][C:5]3([O:4][CH2:3][CH2:2][O:1]3)[CH2:6][CH2:7]2)=[CH:12][CH:13]=1)[C:19]([O:27][CH2:28][CH3:29])=[O:26])[CH3:25]. Reported procedure: A solution of 4-(1,4-dioxa-8-aza-spiro[4.5]dec-8-yl)-benzaldehyde (2.47, 10 mmol) (Taylor, E. C., Skotnicki, J. S. Synthesis, 1981, 606) and diethyl malonate (2.0 g, 12.5 mmol) in toluene (100 mL) containing a catalytic quantity of piperidineum acetate was refluxed for 18 hours. After cooling to room temperature the solution was washed with water, dried over sodium sulfate and concentrated. Purification by column chromatography on silica gel using ethyl acetate/hexanes as the eluent gave the tit... Starting materials: C(=O)(O)C1=CC=C(C=O)C=C1 (4-carboxybenzaldehyde), C(C)(C)(C)OC(=O)N1CCNCC1 (piperazine-1-carboxylic acid tert-butyl ester), CCN=C=NCCCN(C)C.Cl (EDCl), C=1C=CC2=C(C1)N=NN2O (HOBt). The reagents and catalysts are CN(C1=CC=NC=C1)C (4-dimethylaminopyridine). The solvent is C(Cl)Cl (CH2Cl2). Run at time 18 hour. Yields the product C(C)(C)(C)OC(=O)N1CCN(CC1)C(C1=CC=C(C=C1)C=O)=O (4-(4-Formyl-benzoyl)-piperazine-1-carboxylic acid tert-butyl ester). As a reaction SMILES: [C:1]([C:4]1[CH:11]=[CH:10][C:7]([CH:8]=[O:9])=[CH:6][CH:5]=1)([OH:3])=O.[C:12]([O:16][C:17]([N:19]1[CH2:24][CH2:23][NH:22][CH2:21][CH2:20]1)=[O:18])([CH3:15])([CH3:14])[CH3:13].CCN=C=NCCCN(C)C.Cl.C1C=CC2N(O)N=NC=2C=1>C(Cl)Cl.CN(C)C1C=CN=CC=1>[C:12]([O:16][C:17]([N:19]1[CH2:24][CH2:23][N:22]([C:1](=[O:3])[C:4]2[CH:11]=[CH:10][C:7]([CH:8]=[O:9])=[CH:6][CH:5]=2)[CH2:21][CH2:20]1)=[O:18])([CH3:15])([CH3:13])[CH3:14] |f:2.3|. Procedure details: A suspension of 4-carboxybenzaldehyde (3.10 g) in CH2Cl2 was treated sequentially with piperazine-1-carboxylic acid tert-butyl ester (3.6 g), EDCl (3.86 g), HOBt (2.68 g), and 4-dimethylaminopyridine (˜0.020 g). After 18 h, the mixture was extracted with 1 N NaOH and then with 1 N HCl. The organic layer was dried (Na2SO4) and concentrated to yield the title compound.